Dataset: the Open Reaction Database (ORD), a public repository of structured organic reaction records. Task: describe an organic reaction: reactants, conditions, products, and yield The reactants are C(CCCCCCCCCCCCCC)C=1NC2=CC=C(C=C2C1)C(=O)O (2-(n-pentadecyl)indole-5-carboxylic acid), Cl (hydrochloric acid). Run in C(CCC)O (n-butanol). Product: C(CCCCCCCCCCCCCC)C=1NC2=CC=C(C=C2C1)C(=O)OCCCC (n-butyl 2-(n-pentadecyl)indole-5-carboxylate). Yield: 121.8%. As a reaction SMILES: [CH2:1]([C:16]1[NH:17][C:18]2[C:23]([CH:24]=1)=[CH:22][C:21]([C:25]([OH:27])=[O:26])=[CH:20][CH:19]=2)[CH2:2][CH2:3][CH2:4][CH2:5][CH2:6][CH2:7][CH2:8][CH2:9][CH2:10][CH2:11][CH2:12][CH2:13][CH2:14][CH3:15].Cl>C(O)CCC>[CH2:1]([C:16]1[NH:17][C:18]2[C:23]([CH:24]=1)=[CH:22][C:21]([C:25]([O:27][CH2:16][CH2:1][CH2:2][CH3:3])=[O:26])=[CH:20][CH:19]=2)[CH2:2][CH2:3][CH2:4][CH2:5][CH2:6][CH2:7][CH2:8][CH2:9][CH2:10][CH2:11][CH2:12][CH2:13][CH2:14][CH3:15]. Procedure details: A solution of 2-(n-pentadecyl)indole-5-carboxylic acid (17.4 g) in n-butanol (100 ml) containing aqueous hydrochloric acid (10 ml of strength 36.5% w/v) was heated in a steam bath for 18 hours. The solution was concentrated in vacuo to about one half of its volume and the residue was dissolved in diethyl ether. The ethereal solution was washed with water (2×50 ml) and was dried over magnesium sulphate. Evaporation of the solvent in vacuo gave a solid, which was recrystallised from light petroleu... Procedure details: A heterogeneous mixture of 3-(1-bromoethyl)-7-fluoroquinoxalin-2(1H)-one (58.86 g, 217.1 mmol) and phosphorous oxychloride (198.8 ml, 2171 mmol) in a 1 L round bottom flask was stirred at 100° C. for 2 h. The mixture was heterogeneous in the beginning of the reaction and then homogeneous black solution over 1 h. After 2 h, the mixture was cooled to rt and concentrated under reduced pressure. To the black residue was carefully added ice (˜400 ml) in portions and then water (200 ml) with stirring.... The reactants are BrC(C)C=1C(NC2=CC(=CC=C2N1)F)=O (3-(1-bromoethyl)-7-fluoroquinoxalin-2(1H)-one), P(=O)(Cl)(Cl)Cl (phosphorous oxychloride). Run at temperature 100 celsius, time 2 hour. Isolated yield 92.8%. Product: BrC(C)C1=NC2=CC=C(C=C2N=C1Cl)F (2-(1-bromoethyl)-3-chloro-6-fluoroquinoxaline). As a reaction SMILES: [Br:1][CH:2]([C:4]1[C:5](=O)[NH:6][C:7]2[C:12]([N:13]=1)=[CH:11][CH:10]=[C:9]([F:14])[CH:8]=2)[CH3:3].P(Cl)(Cl)([Cl:18])=O>>[Br:1][CH:2]([C:4]1[C:5]([Cl:18])=[N:6][C:7]2[C:12](=[CH:11][CH:10]=[C:9]([F:14])[CH:8]=2)[N:13]=1)[CH3:3]. The reactants are BrC1=C(N[N+](=O)[O-])C(=CC(=C1)Br)Br (2,4,6-tribromo-N-nitroaniline), [OH-].[Na+] (sodium hydroxide), CO (methanol), BrCC#C (3-bromopropyne). Run in O (water). Reaction conditions: time 16 hour. Product: BrC1=C(N(CC#C)[N+](=O)[O-])C(=CC(=C1)Br)Br (2,4,6-tribromo-N-nitro-N-(2-propynyl) aniline). RXN SMILES: [Br:1][C:2]1[CH:11]=[C:10]([Br:12])[CH:9]=[C:8]([Br:13])[C:3]=1[NH:4][N+:5]([O-:7])=[O:6].[OH-].[Na+].CO.Br[CH2:19][C:20]#[CH:21]>O>[Br:1][C:2]1[CH:11]=[C:10]([Br:12])[CH:9]=[C:8]([Br:13])[C:3]=1[N:4]([N+:5]([O-:7])=[O:6])[CH2:21][C:20]#[CH:19] |f:1.2|. Procedure details: 2,4,6-tribromo-N-nitroaniline (5.0 g; 0.01334 mol) is reacted with a methanolic solution of sodium hydroxide (0.53 g; 0.01324 mol) in the presence of methanol (60 ml). The solvent is then removed, and the residue dried. The thus obtained sodium salt is dissolved in dimethyl sulfoxide (DMSO) and reacted with 3-bromopropyne (1.52 g; 0.0147 mol) at 25° C. The reaction mixture is stirred 16 hours and then poured into water. The title product is extracted with ether (3×125 ml), the combined extract w... Starting materials: C(C)(C)(C)OC(=O)N1CCN(CC1)C=1C=CC2=C(N=C(S2)C)C1 (4-(2-methyl-benzothiazol-5-yl)-piperazine-1-carboxylic acid tert.-butyl ester), Cl (hydrochloric acid). The solvent is O1CCOCC1 (dioxane). The product is Cl.CC=1SC2=C(N1)C=C(C=C2)N2CCNCC2 (2-Methyl-5-piperazin-1-yl-benzothiazole Hydrochloride). Reaction SMILES: C(OC([N:8]1[CH2:13][CH2:12][N:11]([C:14]2[CH:15]=[CH:16][C:17]3[S:21][C:20]([CH3:22])=[N:19][C:18]=3[CH:23]=2)[CH2:10][CH2:9]1)=O)(C)(C)C.[ClH:24]>O1CCOCC1>[ClH:24].[CH3:22][C:20]1[S:21][C:17]2[CH:16]=[CH:15][C:14]([N:11]3[CH2:10][CH2:9][NH:8][CH2:13][CH2:12]3)=[CH:23][C:18]=2[N:19]=1 |f:3.4|. Procedure details: Prepared in analogy to example 1.6(d) from 4-(2-methyl-benzothiazol-5-yl)-piperazine-1-carboxylic acid tert.-butyl ester and dioxane saturated with gaseous hydrochloric acid. The reactants are CC(C)(CC(=O)NC1CSc2ccccc2NC1=O)NC(=O)OC(C)(C)C, CO, [O-][I+3]([O-])([O-])[O-], [Na+], O. Yields the product CC(C)(CC(=O)NC1CS(=O)c2ccccc2NC1=O)NC(=O)OC(C)(C)C. RXN SMILES: [C:1]([CH3:2])([CH3:3])([CH3:4])[O:5][C:6](=[O:7])[NH:8][C:9]([CH2:10][C:11](=[O:12])[NH:13][CH:14]1[CH2:15][S:16][c:17]2[c:18]([cH:22][cH:23][cH:24][cH:25]2)[NH:19][C:20]1=[O:21])([CH3:26])[CH3:27].[CH3:35][OH:36].[I+3:28]([O-:29])([O-:30])([O-:31])[O-:32].[Na+:33].[OH2:34]>>[C:1]([CH3:2])([CH3:3])([CH3:4])[O:5][C:6](=[O:7])[NH:8][C:9]([CH2:10][C:11](=[O:12])[NH:13][CH:14]1[CH2:15][S:16](=[O:29])[c:17]2[c:18]([cH:22][cH:23][cH:24][cH:25]2)[NH:19][C:20]1=[O:21])([CH3:26])[CH3:27]. Reactants: C(C)(=O)C1=CC=CC=C1 (acetophenone), alcohol, [C-]#N.[Na+] (sodium cyanide), C([O-])(O)=O.[NH4+] (ammonium bicarbonate), O (water). Product: CC1(C(NC(N1)=O)=O)C1=CC=CC=C1 (5-Methyl-5-phenylhydantoin). RXN SMILES: [C:1]([C:4]1[CH:9]=[CH:8][CH:7]=[CH:6][CH:5]=1)(=O)[CH3:2].[C-:10]#[N:11].[Na+].[C:13](=[O:16])(O)[O-].[NH4+:17].[OH2:18]>>[CH3:2][C:1]1([C:4]2[CH:9]=[CH:8][CH:7]=[CH:6][CH:5]=2)[NH:17][C:10](=[O:18])[NH:11][C:13]1=[O:16] |f:1.2,3.4|. Reported procedure: 30 g of acetophenone diluted in 250 ml of 95° alcohol are added over 30 minutes to a mixture of 18.35 g of sodium cyanide and 125 g of ammonium bicarbonate in 250 ml of water and the reaction medium is heated at 60°-65° C. for 22 hours, with stirring. It is concentrated to half its volume under vacuum and the solid which has precipitated is filtered off, washed with water and ether and then dried under vacuum to give 38 g of a white solid, which is identified by IR. Reactants: BrC1=CC(=C(C=O)C=C1OCOC)F (4-Bromo-2-fluoro-5-methoxymethoxy-benzaldehyde), O1C=C(C=C1)B(O)O (3-furanboronic acid), C(=O)([O-])[O-].[Cs+].[Cs+] (Cs2CO3). Reagents/catalysts: C=1C=CC(=CC1)[P](C=2C=CC=CC2)(C=3C=CC=CC3)[Pd]([P](C=4C=CC=CC4)(C=5C=CC=CC5)C=6C=CC=CC6)([P](C=7C=CC=CC7)(C=8C=CC=CC8)C=9C=CC=CC9)[P](C=1C=CC=CC1)(C=1C=CC=CC1)C=1C=CC=CC1 (Pd(PPh3)4). Run in CN(C=O)C (N,N-dimethylformamide). Conditions: temperature 100 celsius. Yields the product FC1=C(C=O)C=C(C(=C1)C1=COC=C1)OCOC (2-Fluoro-4-furan-3-yl-5-methoxymethoxy-benzaldehyde). Isolated yield 39.3%. As a reaction SMILES: Br[C:2]1[C:9]([O:10][CH2:11][O:12][CH3:13])=[CH:8][C:5]([CH:6]=[O:7])=[C:4]([F:14])[CH:3]=1.[O:15]1[CH:19]=[CH:18][C:17](B(O)O)=[CH:16]1.C([O-])([O-])=O.[Cs+].[Cs+]>CN(C)C=O.C1C=CC([P]([Pd]([P](C2C=CC=CC=2)(C2C=CC=CC=2)C2C=CC=CC=2)([P](C2C=CC=CC=2)(C2C=CC=CC=2)C2C=CC=CC=2)[P](C2C=CC=CC=2)(C2C=CC=CC=2)C2C=CC=CC=2)(C2C=CC=CC=2)C2C=CC=CC=2)=CC=1>[F:14][C:4]1[CH:3]=[C:2]([C:17]2[CH:18]=[CH:19][O:15][CH:16]=2)[C:9]([O:10][CH2:11][O:12][CH3:13])=[CH:8][C:5]=1[CH:6]=[O:7] |f:2.3.4,^1:37,39,58,77|. Reported procedure: 4-Bromo-2-fluoro-5-methoxymethoxy-benzaldehyde (160 mg, 0.61 mmol) and 3-furanboronic acid (100 mg, 0.90 mmol) and Pd(PPh3)4 (60 mg, 0.052 mmol) and Cs2CO3 (400 mg, 1.23 mmol) were mixed in N,N-dimethylformamide (10 mL) and degassed and then heated at 100° C. for 1 hour. The mixture is allowed to cool to room temperature and an aqueous work up is performed. The residue is purified to afford the desired product (60 mg, 39%).